From a dataset of the Open Reaction Database (ORD), a public repository of structured organic reaction records. describe an organic reaction: reactants, conditions, products, and yield Starting materials: Cl.CC(C)N(N)C1=CC=C(C=C1)F (1-(2-propyl)-1-(4-fluorophenyl)hydrazine hydrochloride), CCOC(=O)CC1CCCCC1=O (ethyl 2-cyclohexanone acetate). Yields the product FC=1C=C2C=3CCCC(C3N(C2=CC1)C(C)C)CC(=O)O (6-fluoro-9-isopropyl-1,2,3,4-tetrahydrocarbazol-1-yl-acetic acid). Reaction SMILES: Cl.[CH3:2][CH:3]([N:5]([C:7]1[CH:12]=[CH:11][C:10]([F:13])=[CH:9][CH:8]=1)N)[CH3:4].CC[O:16][C:17]([CH2:19][CH:20]1[C:25](=O)[CH2:24][CH2:23][CH2:22][CH2:21]1)=[O:18]>>[F:13][C:10]1[CH:9]=[C:8]2[C:7](=[CH:12][CH:11]=1)[N:5]([CH:3]([CH3:4])[CH3:2])[C:25]1[CH:20]([CH2:19][C:17]([OH:16])=[O:18])[CH2:21][CH2:22][CH2:23][C:24]2=1 |f:0.1|. Reported procedure: Following the procedure of Example 1, but using 1-(2-propyl)-1-(4-fluorophenyl)hydrazine hydrochloride and ethyl 2-cyclohexanone acetate as starting materials, the title compound was prepared. Reactants: ClCCl, O=C(O)C1CCCC1, O=C(Cl)C(=O)Cl. Yields the product O=C(O)C1CCCC1, [Cl-]. Reaction SMILES: [CH2:15]([Cl:16])[Cl:17].[CH:7]1([C:12](=[O:13])[OH:14])[CH2:8][CH2:9][CH2:10][CH2:11]1.[Cl:1][C:2]([C:3]([Cl:4])=[O:5])=[O:6]>>[CH:7]1([C:12](=[O:13])[OH:14])[CH2:8][CH2:9][CH2:10][CH2:11]1.[Cl-:1]. The reactants are S1C=NC2=C1C=C(C=C2)C2(CC2)C=O (1-(1,3-benzothiazol-6-yl)cyclopropanecarbaldehyde), N(N)C=1N=NC(=CN1)C1=CC=C(C(=O)OC)C=C1 (methyl 4-(3-hydrazino-1,2,4-triazin-6-yl)benzoate), C(C)(=O)O.C(C)(=O)O.IC1=CC=CC=C1 (iodobenzene diacetate). Run in C(C)O (ethanol), C(C)(=O)O (acetic acid). Run at time 3 hour. Yields the product S1C=NC2=C1C=C(C=C2)C2(CC2)C2=NN=C1N2N=C(C=N1)C1=CC=C(C(=O)OC)C=C1 (methyl 4-{3-[1-(1,3-benzothiazol-6-yl)cyclopropyl][1,2,4]triazolo[4,3-b][1,2,4]triazin-6-yl}benzoate). As a reaction SMILES: [S:1]1[C:5]2[CH:6]=[C:7]([C:10]3([CH:13]=O)[CH2:12][CH2:11]3)[CH:8]=[CH:9][C:4]=2[N:3]=[CH:2]1.[NH:15]([C:17]1[N:18]=[N:19][C:20]([C:23]2[CH:32]=[CH:31][C:26]([C:27]([O:29][CH3:30])=[O:28])=[CH:25][CH:24]=2)=[CH:21][N:22]=1)[NH2:16].C(O)(=O)C.C(O)(=O)C.IC1C=CC=CC=1>C(O)C.C(O)(=O)C>[S:1]1[C:5]2[CH:6]=[C:7]([C:10]3([C:13]4[N:18]5[N:19]=[C:20]([C:23]6[CH:24]=[CH:25][C:26]([C:27]([O:29][CH3:30])=[O:28])=[CH:31][CH:32]=6)[CH:21]=[N:22][C:17]5=[N:15][N:16]=4)[CH2:11][CH2:12]3)[CH:8]=[CH:9][C:4]=2[N:3]=[CH:2]1 |f:2.3.4|. Procedure: A mixture of 1-(1,3-benzothiazol-6-yl)cyclopropanecarbaldehyde (80.0 mg, 0.39 mmol) and methyl 4-(3-hydrazino-1,2,4-triazin-6-yl)benzoate (96.5 mg, 0.394 mol) in ethanol (2.7 mL) and acetic acid (0.53 mL) was stirred at RT for 3 h. The mixture was concentrated. The residue was dissolved in DCM (5 mL), followed by addition iodobenzene diacetate (150 mg, 0.47 mmol). The mixture was stirred at RT for 6 h, and quenched with saturated sodium bicarbonate (25 mL). The mixture was extracted with ethyl a... The reactants are C12(CC3CC(CC(C1)C3)C2)CC(C)N (β-(1-Adamantyl)-α-methylethylamine), Cl (HCl). Run in CCOCC (ether). Product: Cl.C12(CC3CC(CC(C1)C3)C2)CC(C)N (β-(1-Adamantyl)-α-methylethylamine hydrochloride). Reaction SMILES: [C:1]12([CH2:11][CH:12]([NH2:14])[CH3:13])[CH2:10][CH:5]3[CH2:6][CH:7]([CH2:9][CH:3]([CH2:4]3)[CH2:2]1)[CH2:8]2.[ClH:15]>CCOCC>[ClH:15].[C:1]12([CH2:11][CH:12]([NH2:14])[CH3:13])[CH2:8][CH:7]3[CH2:6][CH:5]([CH2:4][CH:3]([CH2:9]3)[CH2:2]1)[CH2:10]2 |f:3.4|. Reported procedure: β-(1-Adamantyl)-α-methylethylamine (13.3 gm.) was dissolved in 550 ml. anhydrous ether and acidified with HCl gas. The solid was filtered, dried under vacuum at 88°, dissolved in 150 ml. CHCl3, and 850 ml. petroleum ether added to give 15 gm. product, m.p. 295°-7°. The reactants are COC1=CC=C(C=C1)NC1CCN(CC1)C(=O)OC(C)(C)C (4-(p-Anisidino)-1-(tert-butoxycarbonyl)piperidine), ClCC1=CC(=NC=C1)C1=CC=C(C=C1)F (4-chloromethyl-2-(4-fluorophenyl)pyridine). The product is C(C)(C)(C)OC(=O)N1CCC(CC1)N(C1=CC=C(C=C1)OC)CC1=CC(=NC=C1)C1=CC=C(C=C1)F (1-(tert-Butoxycarbonyl)-4-[N-[[2-(4-fluorophenyl)pyridin-4-yl]methyl]-N-(4-methoxyphenyl)amino]piperidine). RXN SMILES: [CH3:1][O:2][C:3]1[CH:8]=[CH:7][C:6]([NH:9][CH:10]2[CH2:15][CH2:14][N:13]([C:16]([O:18][C:19]([CH3:22])([CH3:21])[CH3:20])=[O:17])[CH2:12][CH2:11]2)=[CH:5][CH:4]=1.Cl[CH2:24][C:25]1[CH:30]=[CH:29][N:28]=[C:27]([C:31]2[CH:36]=[CH:35][C:34]([F:37])=[CH:33][CH:32]=2)[CH:26]=1>>[C:19]([O:18][C:16]([N:13]1[CH2:14][CH2:15][CH:10]([N:9]([CH2:24][C:25]2[CH:30]=[CH:29][N:28]=[C:27]([C:31]3[CH:36]=[CH:35][C:34]([F:37])=[CH:33][CH:32]=3)[CH:26]=2)[C:6]2[CH:5]=[CH:4][C:3]([O:2][CH3:1])=[CH:8][CH:7]=2)[CH2:11][CH2:12]1)=[O:17])([CH3:22])([CH3:21])[CH3:20]. Reported procedure: 4-(p-Anisidino)-1-(tert-butoxycarbonyl)piperidine (306 mg) and 4-chloromethyl-2-(4-fluorophenyl)pyridine (222 mg) were condensed in the same manner as described in Example 9 to give the title compound.